The task is: describe an organic reaction: reactants, conditions, products, and yield. This data is from the Open Reaction Database (ORD), a public repository of structured organic reaction records. The reactants are N(=C=O)[C@@H](C)C(C)C ((2S)-2-isocyanato-3-methylbutane), Cl.CN1CCN(CC1)C1=NC(=NC(=C1)C1=CC=C2CCNCC2=C1)N (4-(4-methylpiperazin-1-yl)-6-(1,2,3,4-tetrahydroisoquinolin-7-yl)pyrimidin-2-amine HCl salt). Yields the product NC1=NC(=CC(=N1)C1=CC=C2CCN(CC2=C1)C(=O)N[C@H](C(C)C)C)N1CCN(CC1)C (7-[2-Amino-6-(4-methylpiperazin-1-yl)pyrimidin-4-yl]-N-[(1S)-1,2-dimethylpropyl]-3,4-dihydroisoquinoline-2(1H)-carboxamide). As a reaction SMILES: [N:1]([C@H:4]([CH:6]([CH3:8])[CH3:7])[CH3:5])=[C:2]=[O:3].Cl.[CH3:10][N:11]1[CH2:16][CH2:15][N:14]([C:17]2[CH:22]=[C:21]([C:23]3[CH:32]=[C:31]4[C:26]([CH2:27][CH2:28][NH:29][CH2:30]4)=[CH:25][CH:24]=3)[N:20]=[C:19]([NH2:33])[N:18]=2)[CH2:13][CH2:12]1>>[NH2:33][C:19]1[N:20]=[C:21]([C:23]2[CH:32]=[C:31]3[C:26]([CH2:27][CH2:28][N:29]([C:2]([NH:1][C@@H:4]([CH3:5])[CH:6]([CH3:8])[CH3:7])=[O:3])[CH2:30]3)=[CH:25][CH:24]=2)[CH:22]=[C:17]([N:14]2[CH2:13][CH2:12][N:11]([CH3:10])[CH2:16][CH2:15]2)[N:18]=1 |f:1.2|. Procedure details: This compound was prepared by using procedures analogous to those described for the synthesis of Example 5 starting from (2S)-2-isocyanato-3-methylbutane (Alfa Aesar, Cat. #L20354) and 4-(4-methylpiperazin-1-yl)-6-(1,2,3,4-tetrahydroisoquinolin-7-yl)pyrimidin-2-amine HCl salt. Analytic LCMS (M+H)+: m/z=438.3. Starting materials: O=C(CBr)c1ccccc1, O=C(OC1CN2CCC1CC2)C(Cc1ccccc1)Nc1ccccc1. Yields the product [Br-], O=C(C[N+]12CCC(CC1)C(OC(=O)C(Cc1ccccc1)Nc1ccccc1)C2)c1ccccc1. As a reaction SMILES: [Br:27][CH2:28][C:29](=[O:30])[c:31]1[cH:32][cH:33][cH:34][cH:35][cH:36]1.[c:1]1([CH2:7][CH:8]([C:9](=[O:10])[O:11][CH:12]2[CH2:13][N:14]3[CH2:15][CH2:16][CH:17]2[CH2:18][CH2:19]3)[NH:20][c:21]2[cH:22][cH:23][cH:24][cH:25][cH:26]2)[cH:2][cH:3][cH:4][cH:5][cH:6]1>>[Br-:27].[c:1]1([CH2:7][CH:8]([C:9](=[O:10])[O:11][CH:12]2[CH2:13][N+:14]3([CH2:28][C:29](=[O:30])[c:31]4[cH:32][cH:33][cH:34][cH:35][cH:36]4)[CH2:15][CH2:16][CH:17]2[CH2:18][CH2:19]3)[NH:20][c:21]2[cH:22][cH:23][cH:24][cH:25][cH:26]2)[cH:2][cH:3][cH:4][cH:5][cH:6]1. The reactants are BrC=1C(=C(C(=NC1C)OC)CC)C (5-bromo-3-ethyl-2-methoxy-4,6-dimethylpyridine), C(#N)C=1C=C(C=CC1)B(O)O (3-cyanophenylboronic acid), C([O-])([O-])=O.[Na+].[Na+] (sodium carbonate), C1(=CC=CC=C1)C (toluene). Reagents/catalysts: C1(=CC=CC=C1)P(C1=CC=CC=C1)C1=CC=CC=C1.C1(=CC=CC=C1)P(C1=CC=CC=C1)C1=CC=CC=C1.C1(=CC=CC=C1)P(C1=CC=CC=C1)C1=CC=CC=C1.C1(=CC=CC=C1)P(C1=CC=CC=C1)C1=CC=CC=C1.[Pd] (palladium tetrakis(triphenylphosphine)). The solvent is CO (methanol). The product is C(C)C=1C(=C(C(=NC1OC)C)C=1C=C(C#N)C=CC1)C (3-(5-ethyl-6-methoxy-2,4-dimethylpyridin-3-yl)benzonitrile). Yield: 9.4%. RXN SMILES: Br[C:2]1[C:3]([CH3:13])=[C:4]([CH2:11][CH3:12])[C:5]([O:9][CH3:10])=[N:6][C:7]=1[CH3:8].[C:14]([C:16]1[CH:17]=[C:18](B(O)O)[CH:19]=[CH:20][CH:21]=1)#[N:15].C(=O)([O-])[O-].[Na+].[Na+].C1(C)C=CC=CC=1>C1(P(C2C=CC=CC=2)C2C=CC=CC=2)C=CC=CC=1.C1(P(C2C=CC=CC=2)C2C=CC=CC=2)C=CC=CC=1.C1(P(C2C=CC=CC=2)C2C=CC=CC=2)C=CC=CC=1.C1(P(C2C=CC=CC=2)C2C=CC=CC=2)C=CC=CC=1.[Pd].CO>[CH2:11]([C:4]1[C:3]([CH3:13])=[C:2]([C:20]2[CH:21]=[C:16]([CH:17]=[CH:18][CH:19]=2)[C:14]#[N:15])[C:7]([CH3:8])=[N:6][C:5]=1[O:9][CH3:10])[CH3:12] |f:2.3.4,6.7.8.9.10|. Reported procedure: A mixture of 5-bromo-3-ethyl-2-methoxy-4,6-dimethylpyridine (254 mg, 1.75 mmol), 3-cyanophenylboronic acid (254 mg, 1.75 mmol), palladium tetrakis(triphenylphosphine) (81.2 mg, 0.07 mmol), 2M aq sodium carbonate (1.15 mL), toluene (10 mL) and methanol (0.7 mL) is reacted following the procedures of Step 4, Example 5. The crude product is purified by HPLC in two runs eluting with a gradient of acetonitrile-20 to 5% water ramping @ 0.5% per min. Product containing fractions from both runs are comb... Starting materials: CO (methanol), C(C)(=O)C=1C=C(OC2=NC=NC(=C2CC(=O)OC)N(C)C)C=CC1 (methyl 4-(3-acetylphenoxy)-6-dimethylamino-pyrimidin-5-yl-acetate), Cl.NO (hydroxylamine hydrochloride), C(C)(=O)[O-].[Na+] (sodium acetate). Reaction conditions: time 2 hour. Yields the product COC(C(C=1C=NC=NC1N(C)C)OC1=CC(=CC=C1)C(C)=NO)=O (methyl -[3-(1-hydroximinoethyl)-phenoxy]-6-dimethylamino-pyrimidin-5-yl-acetate), crystals. As a reaction SMILES: [C:1]([C:4]1[CH:5]=[C:6]([CH:22]=[CH:23][CH:24]=1)[O:7][C:8]1[C:13]([CH2:14]C(OC)=O)=[C:12]([N:19]([CH3:21])[CH3:20])[N:11]=[CH:10][N:9]=1)(=O)[CH3:2].Cl.[NH2:26][OH:27].[C:28]([O-:31])(=[O:30])C.[Na+].[CH3:33]O>>[CH3:33][O:31][C:28](=[O:30])[CH:8]([O:7][C:6]1[CH:22]=[CH:23][CH:24]=[C:4]([C:1](=[N:26][OH:27])[CH3:2])[CH:5]=1)[C:13]1[CH:14]=[N:9][CH:10]=[N:11][C:12]=1[N:19]([CH3:20])[CH3:21] |f:1.2,3.4|. Reported procedure: The methyl 4-(3-acetylphenoxy)-6-dimethylamino-pyrimidin-5-yl-acetate obtained is dissolved in 500 ml methanol, and hydroxylamine hydrochloride (76 g, 1.1 mol) and sodium acetate (107 g, 1.3 mol) are added at 0° C. After stirring for 2 hours at room temperature the product is crystallized by adding water. Filtering and drying gives methyl -[3-(1-hydroximinoethyl)-phenoxy]-6-dimethylamino-pyrimidin-5-yl-acetate in form of yellowish crystals (292 g) having a m.p. of 113°-115° C.